Dataset: the Open Reaction Database (ORD), a public repository of structured organic reaction records. Task: describe an organic reaction: reactants, conditions, products, and yield The reactants are CC(C)(C)OC(=O)CC(O)CCc1ccc(-c2ccccc2)cc1, CC(=O)OC(C)=O, CN(C)c1ccncc1, ClCCl, Cl, c1ccncc1. The product is CC(=O)OC(CCc1ccc(-c2ccccc2)cc1)CC(=O)OC(C)(C)C. Reaction SMILES: [C:8]([CH3:9])([CH3:10])([CH3:11])[O:12][C:13]([CH2:14][CH:15]([CH2:16][CH2:17][c:18]1[cH:19][cH:20][c:21](-[c:24]2[cH:25][cH:26][cH:27][cH:28][cH:29]2)[cH:22][cH:23]1)[OH:30])=[O:31].[CH3:1][C:2](=[O:3])[O:4][C:5](=[O:6])[CH3:7].[CH3:39][N:40]([CH3:41])[c:42]1[cH:43][cH:44][n:45][cH:46][cH:47]1.[Cl:48][CH2:49][Cl:50].[ClH:38].[cH:32]1[cH:33][cH:34][n:35][cH:36][cH:37]1>>[CH3:1][C:2](=[O:3])[O:30][CH:15]([CH2:14][C:13]([O:12][C:8]([CH3:9])([CH3:10])[CH3:11])=[O:31])[CH2:16][CH2:17][c:18]1[cH:19][cH:20][c:21](-[c:24]2[cH:25][cH:26][cH:27][cH:28][cH:29]2)[cH:22][cH:23]1. The reactants are C1CCOC1, C#C[Si](C)(C)C, ClC(Cl)Cl, [I-], COC(=O)c1ccc(O)c(I)c1. Product: COC(=O)c1ccc(O)c(C#C[Si](C)(C)C)c1. As a reaction SMILES: [CH2:20]1[O:21][CH2:22][CH2:23][CH2:24]1.[CH3:13][Si:14]([CH3:15])([CH3:16])[C:17]#[CH:18].[Cl:25][CH:26]([Cl:27])[Cl:28].[I-:19].[OH:1][c:2]1[c:3]([I:12])[cH:4][c:5]([C:6](=[O:7])[O:8][CH3:9])[cH:10][cH:11]1>>[OH:1][c:2]1[c:3]([C:18]#[C:17][Si:14]([CH3:13])([CH3:15])[CH3:16])[cH:4][c:5]([C:6](=[O:7])[O:8][CH3:9])[cH:10][cH:11]1. As a reaction SMILES: C(O)(=O)/C=C\C(O)=O.[NH2:9][C:10]1[CH:11]=[C:12]2[C:16](=[CH:17][CH:18]=1)[N:15]([C:19](=[O:24])[C:20]([CH3:23])([CH3:22])[CH3:21])[N:14]=[CH:13]2.[CH2:25]([N:32]1[CH2:37][CH:36]2[C:38](=O)[CH:33]1[CH2:34][CH2:35]2)[C:26]1[CH:31]=[CH:30][CH:29]=[CH:28][CH:27]=1.C(O[BH-](OC(=O)C)OC(=O)C)(=O)C.[Na+]>C1COCC1>[CH2:25]([N:32]1[CH2:37][CH:36]2[CH:38]([NH:9][C:10]3[CH:11]=[C:12]4[C:16](=[CH:17][CH:18]=3)[N:15]([C:19](=[O:24])[C:20]([CH3:21])([CH3:23])[CH3:22])[N:14]=[CH:13]4)[CH:33]1[CH2:34][CH2:35]2)[C:26]1[CH:31]=[CH:30][CH:29]=[CH:28][CH:27]=1 |f:0.1,3.4|. Product: C(C1=CC=CC=C1)N1C2CCC(C1)C2NC=2C=C1C=NN(C1=CC2)C(C(C)(C)C)=O (1-(5-((1SR,4SR,7RS)-2-benzyl-2-azabicyclo[2.2.1]heptan-7-ylamino)-1H-indazol-1-yl)-2,2-dimethylpropan-1-one). Conditions: time 24 hour. The reactants are C(\C=C/C(=O)O)(=O)O.NC=1C=C2C=NN(C2=CC1)C(C(C)(C)C)=O (1-(5-amino-1H-indazol-1-yl)-2,2-dimethylpropan-1-one maleate salt), C(C1=CC=CC=C1)N1C2CCC(C1)C2=O (2-benzyl-2-azabicyclo[2.2.1]heptan-7-one), C(C)(=O)O[BH-](OC(C)=O)OC(C)=O.[Na+] (sodium triacetoxyborohydride). The solvent is C1CCOC1 (THF). Procedure: To a solution of 1-(5-amino-1H-indazol-1-yl)-2,2-dimethylpropan-1-one maleate salt (580 mg, 1.7 mmol, prepared as described in U.S. Ser. No. 08/021,4614) and 2-benzyl-2-azabicyclo[2.2.1]heptan-7-one (250 mg, 1.7 mmol) (J. R. Malpass, S. Handa, and R. White, Org. Lett., 2005, 7, 2759-2762) in THF (9 mL) was added sodium triacetoxyborohydride (740 mg, 3.5 mmol), and the mixture was stirred at ambient temperature for 24 h. The reaction mixture was partitioned between aqueous sodium bicarbonate and ... Isolated yield 25.0%. Starting materials: NN (H2NNH2), C35H43N7O8S1, Compound I, N([C@@H](CC1=CC=C(C=C1)O)C(=O)NCC(=O)NCC(=O)N[C@@H](CC1=CC=CC=C1)C(=O)N[C@@H](CCSC)C(=O)OCC1=CC=CC=C1)C(=O)OCC1=CC=CC=C1 (Z-Tyr-Gly-Gly-Phe-Met-OBzl). Run in CN(C)C=O (DMF), CN(C)C=O (DMF). Yields the product N([C@@H](CC1=CC=C(C=C1)O)C(=O)NCC(=O)NCC(=O)N[C@@H](CC1=CC=CC=C1)C(=O)N[C@@H](CCSC)C(=O)NN)C(=O)OCC1=CC=CC=C1 (Z-Tyr-Gly-Gly-Phe-Met-NHNH2). As a reaction SMILES: [NH:1]([C:48]([O:50][CH2:51][C:52]1[CH:57]=[CH:56][CH:55]=[CH:54][CH:53]=1)=[O:49])[C@H:2]([C:11]([NH:13][CH2:14][C:15]([NH:17][CH2:18][C:19]([NH:21][C@H:22]([C:30]([NH:32][C@H:33]([C:38](OCC1C=CC=CC=1)=[O:39])[CH2:34][CH2:35][S:36][CH3:37])=[O:31])[CH2:23][C:24]1[CH:29]=[CH:28][CH:27]=[CH:26][CH:25]=1)=[O:20])=[O:16])=[O:12])[CH2:3][C:4]1[CH:9]=[CH:8][C:7]([OH:10])=[CH:6][CH:5]=1.[NH2:58][NH2:59]>CN(C=O)C>[NH:1]([C:48]([O:50][CH2:51][C:52]1[CH:53]=[CH:54][CH:55]=[CH:56][CH:57]=1)=[O:49])[C@H:2]([C:11]([NH:13][CH2:14][C:15]([NH:17][CH2:18][C:19]([NH:21][C@H:22]([C:30]([NH:32][C@H:33]([C:38]([NH:58][NH2:59])=[O:39])[CH2:34][CH2:35][S:36][CH3:37])=[O:31])[CH2:23][C:24]1[CH:29]=[CH:28][CH:27]=[CH:26][CH:25]=1)=[O:20])=[O:16])=[O:12])[CH2:3][C:4]1[CH:9]=[CH:8][C:7]([OH:10])=[CH:6][CH:5]=1. Procedure details: Compound I, Z-Tyr-Gly-Gly-Phe-Met-OBzl (0.85 g, 1.07 mmol) was dissolved in DMF (10 ml, purged with Argon for 15 min) and treated with 0.34 ml of H2NNH2 for 72 hr. at 25° C. The solvent was removed under reduced pressure to yield a crystalline residue which was triturated with H2O to form a crystalline product, yield 0.65g (84.2%). Recrystallized from DMF and ethanol to give colorless needles; mp 209°-213° C.; [α]D25 -27.6° (c 1, DMF). Anal. Calcd for C35H43N7O8S1 (721.84): C, 58.24; H, 6.00; N,... Starting materials: C1CCOC1, [H-], [Na+], FC(F)(F)c1ccccc1-n1ncc2c(Oc3ccccc3)ncnc21, Cc1ccc(NC(=O)C(O)COC(C)C)nc1, O=C(O)CC(O)(CC(=O)O)C(=O)O. Yields the product Cc1ccc(NC(=O)C(COC(C)C)Oc2ncnc3c2cnn3-c2ccccc2C(F)(F)F)nc1. Reaction SMILES: [CH2:59]1[O:60][CH2:61][CH2:62][CH2:63]1.[H-:1].[Na+:2].[O:20]([c:21]1[cH:22][cH:23][cH:24][cH:25][cH:26]1)[c:27]1[c:28]2[c:29]([n:30][cH:31][n:32]1)[n:33](-[c:36]1[c:37]([C:42]([F:43])([F:44])[F:45])[cH:38][cH:39][cH:40][cH:41]1)[n:34][cH:35]2.[OH:3][CH:4]([C:5](=[O:6])[NH:7][c:8]1[n:9][cH:10][c:11]([CH3:14])[cH:12][cH:13]1)[CH2:15][O:16][CH:17]([CH3:18])[CH3:19].[OH:46][C:47]([CH2:48][C:49]([C:50](=[O:51])[OH:52])([CH2:53][C:54](=[O:55])[OH:56])[OH:57])=[O:58]>>[O:3]([CH:4]([C:5](=[O:6])[NH:7][c:8]1[n:9][cH:10][c:11]([CH3:14])[cH:12][cH:13]1)[CH2:15][O:16][CH:17]([CH3:18])[CH3:19])[c:27]1[c:28]2[c:29]([n:30][cH:31][n:32]1)[n:33](-[c:36]1[c:37]([C:42]([F:43])([F:44])[F:45])[cH:38][cH:39][cH:40][cH:41]1)[n:34][cH:35]2. Reactants: Cc1ccc(-c2ccc3c(c2)CN(C(=O)Nc2ccc(CCl)cc2)CC3)cc1, CCN1CCCCC1, CN(C)C=O. The product is CC[N+]1(Cc2ccc(NC(=O)N3CCc4ccc(-c5ccc(C)cc5)cc4C3)cc2)CCCCC1, [Cl-]. Reaction SMILES: [CH3:1][c:2]1[cH:3][cH:4][c:5](-[c:8]2[cH:9][cH:10][c:11]3[c:16]([cH:17]2)[CH2:15][N:14]([C:18](=[O:19])[NH:20][c:21]2[cH:22][cH:23][c:24]([CH2:25][Cl:26])[cH:27][cH:28]2)[CH2:13][CH2:12]3)[cH:6][cH:7]1.[CH3:29][CH2:30][N:31]1[CH2:32][CH2:33][CH2:34][CH2:35][CH2:36]1.[CH3:37][N:38]([CH3:39])[CH:40]=[O:41]>>[CH3:1][c:2]1[cH:3][cH:4][c:5](-[c:8]2[cH:9][cH:10][c:11]3[c:16]([cH:17]2)[CH2:15][N:14]([C:18](=[O:19])[NH:20][c:21]2[cH:22][cH:23][c:24]([CH2:25][N+:31]4([CH2:30][CH3:29])[CH2:32][CH2:33][CH2:34][CH2:35][CH2:36]4)[cH:27][cH:28]2)[CH2:13][CH2:12]3)[cH:6][cH:7]1.[Cl-:26]. Reactants: B(F)(F)F.CCOCC (Boron trifluoride etherate), [Cu](C#N)C#N (copper cyanide), [Cl-].[Li+] (lithium chloride), ClC1=C(C=O)C(=CC=C1)Cl (2,6-dichlorobenzaldehyde), BrCCBr (1,2-dibromoethane), solution, BrCC1=CC=C(C(=O)OC)C=C1 (methyl 4-(bromomethyl)benzoate). Reagents/catalysts: [Zn] (zinc). Solvent: C1CCOC1 (THF), O (Water), C1CCOC1 (THF), C1CCOC1 (THF). Conditions: time 2 hour. Product: ClC1=C(C(=CC=C1)Cl)C(CC1=CC=C(C(=O)OC)C=C1)O (Methyl 4-[2(2,6-dichlorophenyl)-2-hydroxyethyl]benzoate). Yield: 82.9%. As a reaction SMILES: Br[CH2:2][C:3]1[CH:12]=[CH:11][C:6]([C:7]([O:9][CH3:10])=[O:8])=[CH:5][CH:4]=1.BrCCBr.[Cu](C#N)C#N.[Cl-].[Li+].B(F)(F)F.CCOCC.[Cl:33][C:34]1[CH:41]=[CH:40][CH:39]=[C:38]([Cl:42])[C:35]=1[CH:36]=[O:37]>C1COCC1.[Zn].O>[Cl:33][C:34]1[CH:41]=[CH:40][CH:39]=[C:38]([Cl:42])[C:35]=1[CH:36]([OH:37])[CH2:2][C:3]1[CH:12]=[CH:11][C:6]([C:7]([O:9][CH3:10])=[O:8])=[CH:5][CH:4]=1 |f:3.4,5.6|. Procedure details: A solution of methyl 4-(bromomethyl)benzoate (2.0 g, 8.7 mmol) in THF (4.4 ml) was added slowly to cut zinc foil (683 mg, 10.44 mmol) which had been activated with 1,2-dibromoethane (80 mg). After 3 h of stirring at room temperature 2 ml of the solution was referred to a solution of copper cyanide (396 mg, 4.4 mmol) and lithium chloride (356 mg, 8.4 mmol) in THF (4 ml) cooled to −78°. This solution was warmed to −20° and then cooled back to −78°. Boron trifluoride etherate (983 μl, 8 mmol) was t...